Dataset: the Open Reaction Database (ORD), a public repository of structured organic reaction records. Task: describe an organic reaction: reactants, conditions, products, and yield Reactants: COc1cc(Br)cc(C)c1N, O=C([O-])O, CN1CCCC1=O, CCOC(C)=O, CCc1cc(CC)n(-c2cccc3nc(Cl)n(C)c23)n1, [Na+]. Yields the product CCc1cc(CC)n(-c2cccc3nc(Nc4c(C)cc(Br)cc4OC)n(C)c23)n1. RXN SMILES: [Br:21][c:22]1[cH:23][c:24]([O:30][CH3:31])[c:25]([NH2:26])[c:27]([CH3:29])[cH:28]1.[C:39](=[O:40])([O-:41])[OH:42].[CH3:32][N:33]1[CH2:34][CH2:35][CH2:36][C:37]1=[O:38].[CH3:44][CH2:45][O:46][C:47](=[O:48])[CH3:49].[Cl:1][c:2]1[n:3][c:4]2[c:5]([n:6]1[CH3:7])[c:8](-[n:12]1[n:13][c:14]([CH2:19][CH3:20])[cH:15][c:16]1[CH2:17][CH3:18])[cH:9][cH:10][cH:11]2.[Na+:43]>>[c:2]1([NH:26][c:25]2[c:24]([O:30][CH3:31])[cH:23][c:22]([Br:21])[cH:28][c:27]2[CH3:29])[n:3][c:4]2[c:5]([n:6]1[CH3:7])[c:8](-[n:12]1[n:13][c:14]([CH2:19][CH3:20])[cH:15][c:16]1[CH2:17][CH3:18])[cH:9][cH:10][cH:11]2.